This data is from the Open Reaction Database (ORD), a public repository of structured organic reaction records. The task is: describe an organic reaction: reactants, conditions, products, and yield The reactants are CC(=O)O, CC(=O)Nc1ccc2c(c1)OCO2, O=[N+]([O-])O. Yields the product CC(=O)Nc1cc2c(cc1[N+](=O)[O-])OCO2. As a reaction SMILES: [CH3:18][C:19](=[O:20])[OH:21].[NH:1]([C:2](=[O:3])[CH3:4])[c:5]1[cH:6][c:7]2[c:8]([cH:12][cH:13]1)[O:9][CH2:10][O:11]2.[OH:14][N+:15]([O-:16])=[O:17]>>[NH:1]([C:2](=[O:3])[CH3:4])[c:5]1[cH:6][c:7]2[c:8]([cH:12][c:13]1[N+:15](=[O:14])[O-:16])[O:9][CH2:10][O:11]2. Starting materials: Cl (HCl), C1(=CC=CC=C1)C1C(CCC(C1)C1=C(C=CC=C1)C)=NO (2-phenyl-4-(2-methylphenyl)cyclohexanone oxime), ice, C1(=CC=C(C=C1)S(=O)(=O)Cl)C (p-toluenesulfonyl chloride). Run in N1=CC=CC=C1 (pyridine). Run at temperature 0 celsius. The product is CC1=C(C=CC=C1)C1CCC(NC(C1)C1=CC=CC=C1)=O (5-(2-Methylphenyl)-7-phenyl-2,3,4,5,6,7-hexahydroazepin-2-one). Isolated yield 64.2%. As a reaction SMILES: [C:1]1([CH:7]2[CH2:12][CH:11]([C:13]3[CH:18]=[CH:17][CH:16]=[CH:15][C:14]=3[CH3:19])[CH2:10][CH2:9][C:8]2=[N:20]O)[CH:6]=[CH:5][CH:4]=[CH:3][CH:2]=1.C1(C)C=CC(S(Cl)(=O)=[O:29])=CC=1.Cl>N1C=CC=CC=1>[CH3:19][C:14]1[CH:15]=[CH:16][CH:17]=[CH:18][C:13]=1[CH:11]1[CH2:12][CH:7]([C:1]2[CH:6]=[CH:5][CH:4]=[CH:3][CH:2]=2)[NH:20][C:8](=[O:29])[CH2:9][CH2:10]1. Procedure: To a 250mL round-bottomed flask equipped with nitrogen inlet were added 8.20 grams (29.4 mmol) 2-phenyl-4-(2-methylphenyl)cyclohexanone oxime and 80 mL pyridine. Once the solid had dissolved, the solution was cooled to 0° C., and 27.9 grams (147 mmol) p-toluenesulfonyl chloride was added. The reaction was allowed to stir for 16 hours while the ice bath melted and the reaction warmed to room temperature. It was then poured into 300 mL 3N HCl, extracted into ethyl acetate, and the organic layer wa... Reactants: COC(COC1=NN(C(=C1)C)CC1=C(C=CC(=C1)Cl)OCC1=CC=CC=C1)=O ([1-(2-benzyloxy-5-chloro-benzyl)-5-methyl-1H-pyrazol-3-yloxy]-acetic acid methyl ester), Cl (HCl). Reagents/catalysts: O=[Pt]=O (PtO2). Solvent: CO (MeOH). Product: COC(COC1=NN(C(=C1)C)CC1=C(C=CC(=C1)Cl)O)=O ([1-(5-chloro-2-hydroxy-benzyl)-5-methyl-1H-pyrazol-3-yloxy]-acetic acid methyl ester). RXN SMILES: [CH3:1][O:2][C:3](=[O:28])[CH2:4][O:5][C:6]1[CH:10]=[C:9]([CH3:11])[N:8]([CH2:12][C:13]2[CH:18]=[C:17]([Cl:19])[CH:16]=[CH:15][C:14]=2[O:20]CC2C=CC=CC=2)[N:7]=1.Cl>CO.O=[Pt]=O>[CH3:1][O:2][C:3](=[O:28])[CH2:4][O:5][C:6]1[CH:10]=[C:9]([CH3:11])[N:8]([CH2:12][C:13]2[CH:18]=[C:17]([Cl:19])[CH:16]=[CH:15][C:14]=2[OH:20])[N:7]=1. Procedure details: A solution of [1-(2-benzyloxy-5-chloro-benzyl)-5-methyl-1H-pyrazol-3-yloxy]-acetic acid methyl ester, 8, (1.19 g, 2.97 mmol), PtO2 (0.17 g) and conc. HCl (2 ml) in MeOH was stirred under a H2 atmosphere for 3 hours. The catalyst was removed by filtration, the volatiles were removed in vacuo and the crude product was purified on silica to yield [1-(5-chloro-2-hydroxy-benzyl)-5-methyl-1H-pyrazol-3-yloxy]-acetic acid methyl ester, 9. Reactants: BrC1=CC(=CC=C1)CBr (1-bromo-3-(bromomethyl)benzene), [N-]=[N+]=[N-].[Na+] (sodium azide), O=C1C(O)=C([O-])[C@H](O1)[C@@H](O)CO.[Na+] (sodium ascorbate), CC(C)(C#C)O (2-methylbut-3-yn-2-ol). The reagents and catalysts are O.O.O.O.O.S(=O)(=O)([O-])[O-].[Cu+2] (copper (II) sulfate pentahydrate). Run in CS(=O)C (DMSO), O (water), O (water), O (water), O (water). Run at time 18 hour. Yields the product BrC=1C=C(CN2N=NC(=C2)C(C)(C)O)C=CC1 (2-[1-(3-Bromobenzyl)-1H-1,2,3-triazol-4-yl]propan-2-ol). Reaction SMILES: [Br:1][C:2]1[CH:7]=[CH:6][CH:5]=[C:4]([CH2:8]Br)[CH:3]=1.[N-:10]=[N+:11]=[N-:12].[Na+].[CH3:14][C:15]([OH:19])([C:17]#[CH:18])[CH3:16].O=C1O[C@H]([C@H](CO)O)C([O-])=C1O.[Na+]>CS(C)=O.O.O.O.O.O.O.S([O-])([O-])(=O)=O.[Cu+2]>[Br:1][C:2]1[CH:3]=[C:4]([CH:5]=[CH:6][CH:7]=1)[CH2:8][N:10]1[CH:18]=[C:17]([C:15]([OH:19])([CH3:16])[CH3:14])[N:12]=[N:11]1 |f:1.2,4.5,8.9.10.11.12.13.14|. Procedure details: To a solution of 1-bromo-3-(bromomethyl)benzene (5.0 g, 20 mmol) in DMSO (40 mL) was added sodium azide (1.3 g, 20 mmol). The resulting mixture was allowed to stir at ambient temperature for 18 hours before it was diluted with water and extracted with diethyl ether (2×). The combined organic extracts were washed with brine, dried over anhydrous Na2SO4, filtered, and concentrated in vacuo. The crude residue was dissolved in tBuOH (65 mL and water (39 mL) and to this mixture was added 2-methylbut-... Starting materials: COC([C@@H](NC([C@H](NC([C@@H](NC([C@@H](NC([C@@H](N)CC1=CNC2=CC=CC=C12)=O)CO)=O)CC1=CC=C(C=C1)O)=O)CC1=CC=CC=C1)=O)CC(C)C)=O (L-Tryptophyl-L-seryl-L-tyrosyl-D-phenylalanyl-L-leucine methyl ester), C1(CCCCC1)N=C=NC1CCCCC1 (dicyclohexylcarbodiimide), C(C)(C)(C)OC(=O)N[C@@H](COCC1=CC=CC=C1)C(=O)O (Nα -t-butoxycarbonyl-O-benzyl-L-serine), ON1N=NC2=C1C=CC=C2 (1-hydroxybenztriazole). Run in CN(C=O)C (dimethylformamide). Product: COC([C@@H](NC([C@H](NC([C@@H](NC([C@@H](NC([C@@H](NC([C@@H](NC(=O)OCCCC)COCC1=CC=CC=C1)=O)CC1=CNC2=CC=CC=C12)=O)CO)=O)CC1=CC=C(C=C1)O)=O)CC1=CC=CC=C1)=O)CC(C)C)=O (Nα -Butoxycarbonyl-O-benzyl-L-seryl-L-tryptophyl-L-seryl-L-tyrosyl-D-phenylalanyl-L-leucine methyl ester). RXN SMILES: [CH3:1][O:2][C:3](=[O:53])[C@H:4]([CH2:49][CH:50]([CH3:52])[CH3:51])[NH:5][C:6](=[O:48])[C@@H:7]([CH2:41][C:42]1[CH:47]=[CH:46][CH:45]=[CH:44][CH:43]=1)[NH:8][C:9](=[O:40])[C@H:10]([CH2:32][C:33]1[CH:38]=[CH:37][C:36]([OH:39])=[CH:35][CH:34]=1)[NH:11][C:12](=[O:31])[C@H:13]([CH2:29][OH:30])[NH:14][C:15](=[O:28])[C@H:16]([CH2:18][C:19]1[C:27]2[C:22](=[CH:23][CH:24]=[CH:25][CH:26]=2)[NH:21][CH:20]=1)[NH2:17].[C:54]([O:58][C:59]([NH:61][C@H:62]([C:72]([OH:74])=O)[CH2:63][O:64][CH2:65][C:66]1[CH:71]=[CH:70][CH:69]=[CH:68][CH:67]=1)=[O:60])([CH3:57])(C)C.ON1[C:80]2C=CC=C[C:79]=2N=N1.C1(N=C=NC2CCCCC2)CCCCC1>CN(C)C=O>[CH3:1][O:2][C:3](=[O:53])[C@H:4]([CH2:49][CH:50]([CH3:51])[CH3:52])[NH:5][C:6](=[O:48])[C@@H:7]([CH2:41][C:42]1[CH:43]=[CH:44][CH:45]=[CH:46][CH:47]=1)[NH:8][C:9](=[O:40])[C@H:10]([CH2:32][C:33]1[CH:38]=[CH:37][C:36]([OH:39])=[CH:35][CH:34]=1)[NH:11][C:12](=[O:31])[C@H:13]([CH2:29][OH:30])[NH:14][C:15](=[O:28])[C@H:16]([CH2:18][C:19]1[C:27]2[C:22](=[CH:23][CH:24]=[CH:25][CH:26]=2)[NH:21][CH:20]=1)[NH:17][C:72](=[O:74])[C@H:62]([CH2:63][O:64][CH2:65][C:66]1[CH:67]=[CH:68][CH:69]=[CH:70][CH:71]=1)[NH:61][C:59]([O:58][CH2:54][CH2:57][CH2:79][CH3:80])=[O:60]. Procedure: L-Tryptophyl-L-seryl-L-tyrosyl-D-phenylalanyl-L-leucine methyl ester, 1.53 g., is dissolved in 35 ml. of dimethylformamide, the solution cooled in ice and treated with 620 mg. of Nα -t-butoxycarbonyl-O-benzyl-L-serine, 311 mg. of 1-hydroxybenztriazole and 475 mg. of dicyclohexylcarbodiimide (10% excess). The reaction is stirred overnight to room temperature and twenty-four hours additional at room temperature. The mixture is filtered and the filtrate evaporated under reduced pressure. The residu... Reactants: [OH-].[Na+] (sodium hydroxide), O1CCCC1 (tetrahydrofuran), C(C)(C)(C)OC(=O)N[C@@H]1[C@@H](CCCC1)NC1=NC(=C(C(=O)OC)C=C1F)Cl (methyl 6-(cis-2-(tert-butoxycarbonylamino)cyclohexylamino)-2-chloro-5-fluoronicotinate). Solvent: CO (methanol). Reaction conditions: temperature 65 celsius, time 2 hour. The product is C(C)(C)(C)OC(=O)N[C@@H]1[C@@H](CCCC1)NC1=NC(=C(C(=O)O)C=C1F)Cl (6-(cis-2-(tert-butoxycarbonylamino)cyclohexylamino)-2-chloro-5-fluoronicotinic acid). Yield: 103.6%. RXN SMILES: [OH-].[Na+].O1CCCC1.[C:8]([O:12][C:13]([NH:15][C@H:16]1[CH2:21][CH2:20][CH2:19][CH2:18][C@H:17]1[NH:22][C:23]1[C:32]([F:33])=[CH:31][C:26]([C:27]([O:29]C)=[O:28])=[C:25]([Cl:34])[N:24]=1)=[O:14])([CH3:11])([CH3:10])[CH3:9]>CO>[C:8]([O:12][C:13]([NH:15][C@H:16]1[CH2:21][CH2:20][CH2:19][CH2:18][C@H:17]1[NH:22][C:23]1[C:32]([F:33])=[CH:31][C:26]([C:27]([OH:29])=[O:28])=[C:25]([Cl:34])[N:24]=1)=[O:14])([CH3:11])([CH3:9])[CH3:10] |f:0.1|. Procedure: A 1N sodium hydroxide aqueous solution (15 ml) was added to a solution of tetrahydrofuran (30 ml) and methanol (30 ml) containing methyl 6-(cis-2-(tert-butoxycarbonylamino)cyclohexylamino)-2-chloro-5-fluoronicotinate (3.00 g), followed by stirring at 65° C. for 2 hours. The reaction mixture was cooled to room temperature, the solvent was distilled away under reduced pressure, and a saturated aqueous ammonium chloride solution, tetrahydrofuran, and ethyl acetate were added. The organic layer was ... The reactants are [BH4-], O=C(O)c1ccnc(Cl)c1, Cl, [Na+], C1CCOC1. Product: OCc1ccnc(Cl)c1. As a reaction SMILES: [BH4-:11].[C:1](=[O:2])([OH:3])[c:4]1[cH:5][c:6]([Cl:10])[n:7][cH:8][cH:9]1.[ClH:13].[Na+:12].[O:14]1[CH2:15][CH2:16][CH2:17][CH2:18]1>>[CH2:1]([OH:2])[c:4]1[cH:5][c:6]([Cl:10])[n:7][cH:8][cH:9]1. Reactants: C(C1=CC=CC=C1)OC1=C(C=C(C=C1)N1CCNCC1)F (1-(4-benzyloxy-3-fluorophenyl)piperazine), C(C)(C)(C)C1=CC=C(C=C1)C(CCCCl)=O (1-(4-tert-butylphenyl)-4-chlorobutan-1-one), C(CCCCCCC)Br (n-octyl bromide), FC1=C(C=C(C(=C1)OC)F)N1CCNCC1 (1-(2,5-difluoro-4-methoxyphenyl)piperazine). Product: C(C)(C)(C)C1=CC=C(C=C1)C(CCCN1CCN(CC1)C1=C(C=C(C(=C1)F)OC)F)=O (1-(4-tert-butylphenyl)-4-[4-(2,5-difluoro-4-methoxyphenyl)piperazin-1-yl]-butan-1-one). Yield: 79.8%. As a reaction SMILES: C(OC1C=CC(N2CCNCC2)=CC=1F)C1C=CC=CC=1.C(Br)CCCCCCC.[F:31][C:32]1[CH:37]=[C:36]([O:38][CH3:39])[C:35]([F:40])=[CH:34][C:33]=1[N:41]1[CH2:46][CH2:45][NH:44][CH2:43][CH2:42]1.[C:47]([C:51]1[CH:56]=[CH:55][C:54]([C:57](=[O:62])[CH2:58][CH2:59][CH2:60]Cl)=[CH:53][CH:52]=1)([CH3:50])([CH3:49])[CH3:48]>>[C:47]([C:51]1[CH:52]=[CH:53][C:54]([C:57](=[O:62])[CH2:58][CH2:59][CH2:60][N:44]2[CH2:45][CH2:46][N:41]([C:33]3[CH:34]=[C:35]([F:40])[C:36]([O:38][CH3:39])=[CH:37][C:32]=3[F:31])[CH2:42][CH2:43]2)=[CH:55][CH:56]=1)([CH3:50])([CH3:49])[CH3:48]. Procedure details: Production Example 38 was repeated except that 1-(4-benzyloxy-3-fluorophenyl)piperazine and n-octyl bromide were replaced with 1-(2,5-difluoro-4-methoxyphenyl)piperazine (228 mg) and 1-(4-tert-butylphenyl)-4-chlorobutan-1-one (239 mg). The resulting crude product was purified on silica gel column chromatography (eluent, ethyl acetate) to provide 1-(4-tert-butylphenyl)-4-[4-(2,5-difluoro-4-methoxyphenyl)piperazin-1-yl]-butan-1-one (343 mg).